This data is from the Open Reaction Database (ORD), a public repository of structured organic reaction records. The task is: describe an organic reaction: reactants, conditions, products, and yield Reactants: EtOAc hexanes, C(CC(C)C)(=O)Cl (isovaleryl chloride), C(=O)=O (CO2), NC1=C(C(=O)O)C=CC(=C1)Cl (2-amino-4-chlorobenzoic acid), C([O-])(O)=O.[Na+] (sodium bicarbonate), [O-]S(=O)(=O)[O-].[Na+].[Na+] (Na2SO4). Solvent: C1CCOC1 (THF). Reaction conditions: temperature 60 celsius. Product: ClC=1C=CC2=C(N=C(OC2=O)CC(C)C)C1 (7-Chloro-2-isobutyl-benzo[d][1,3]oxazin-4-one). The yield is 90.1%. As a reaction SMILES: [NH2:1][C:2]1[CH:10]=[C:9]([Cl:11])[CH:8]=[CH:7][C:3]=1[C:4]([OH:6])=[O:5].C(=O)(O)[O-].[Na+].[O-]S([O-])(=O)=O.[Na+].[Na+].[C:24](Cl)(=O)[CH2:25][CH:26]([CH3:28])[CH3:27].C(=O)=O>C1COCC1>[Cl:11][C:9]1[CH:8]=[CH:7][C:3]2[C:4](=[O:6])[O:5][C:24]([CH2:25][CH:26]([CH3:28])[CH3:27])=[N:1][C:2]=2[CH:10]=1 |f:1.2,3.4.5|. Procedure details: A dry 3-necked, round bottomed flask, equipped with an overhead stirrer, thermometer, dropping funnel, cooling bath and condenser was charged with 406.41 g of 2-amino-4-chlorobenzoic acid (1 eq.), 270 g (1.35 eq.) of sodium bicarbonate, Na2SO4 (as a dehydrating agent) and 1,000 mL of THF. After commencing agitation, 354.7 g (1.2 eq.) of isovaleryl chloride was added dropwise. The reaction was exothermic and generated a gas (CO2). Temperature was maintained around 20–30° C. and completion of the ... As a reaction SMILES: [Cl:19][C:20](=[O:21])[Cl:22].[Cl:1][c:2]1[n:3][cH:4][cH:5][cH:6][c:7]1[S:8](=[O:9])(=[O:10])[NH:11][C:12]([NH:13][CH2:14][CH2:15][CH2:16][CH3:17])=[O:18].[c:23]1([CH3:24])[c:25]([CH3:26])[cH:27][cH:28][cH:29][cH:30]1>>[Cl:1][c:2]1[n:3][cH:4][cH:5][cH:6][c:7]1[S:8](=[O:9])(=[O:10])[N:11]=[C:12]=[O:18]. The product is O=C=NS(=O)(=O)c1cccnc1Cl. Starting materials: O=C(Cl)Cl, CCCCNC(=O)NS(=O)(=O)c1cccnc1Cl, Cc1ccccc1C. Starting materials: FC1=CC=C(C=C1)N1N=CC2=CC(=C(C=C12)C)O[C@@H]([C@H](C)N)C1=CC(=CC=C1)OC ((1R,2S)-1-[1-(4-fluorophenyl)-6-methyl-indazol-5-yl]oxy-1-(3-methoxyphenyl)-propan-2-amine), C(C(C)(C)C)(=O)Cl (pivaloyl chloride). Yields the product FC1=CC=C(C=C1)N1N=CC2=CC(=C(C=C12)C)O[C@@H]([C@H](C)NC(C(C)(C)C)=O)C1=CC(=CC=C1)OC (N-[(1R,2S)-1-[1-(4-Fluorophenyl)-6-methyl-indazol-5-yl]oxy-1-(3-methoxyphenyl)propan-2-yl]-2,2-dimethyl-propanamide). As a reaction SMILES: [F:1][C:2]1[CH:7]=[CH:6][C:5]([N:8]2[C:16]3[C:11](=[CH:12][C:13]([O:18][C@H:19]([C:23]4[CH:28]=[CH:27][CH:26]=[C:25]([O:29][CH3:30])[CH:24]=4)[C@@H:20]([NH2:22])[CH3:21])=[C:14]([CH3:17])[CH:15]=3)[CH:10]=[N:9]2)=[CH:4][CH:3]=1.[C:31](Cl)(=[O:36])[C:32]([CH3:35])([CH3:34])[CH3:33]>>[F:1][C:2]1[CH:7]=[CH:6][C:5]([N:8]2[C:16]3[C:11](=[CH:12][C:13]([O:18][C@H:19]([C:23]4[CH:28]=[CH:27][CH:26]=[C:25]([O:29][CH3:30])[CH:24]=4)[C@@H:20]([NH:22][C:31](=[O:36])[C:32]([CH3:35])([CH3:34])[CH3:33])[CH3:21])=[C:14]([CH3:17])[CH:15]=3)[CH:10]=[N:9]2)=[CH:4][CH:3]=1. Reported procedure: Prepared as described in Example 1 using (1R,2S)-1-[1-(4-fluorophenyl)-6-methyl-indazol-5-yl]oxy-1-(3-methoxyphenyl)-propan-2-amine (73 mg, 0.18 mmol) and pivaloyl chloride (0.088 ml, 0.72 mmol). Yield 75 mg (85%). The reactants are CCCCNC(N)=O, CNCCNC, Cc1ccccc1, [Cu]I, COc1cccc(I)c1, [K+], [K+], [K+], O=P([O-])([O-])[O-]. Product: CCCCNC(=O)Nc1cccc(OC)c1. As a reaction SMILES: [CH2:9]([CH2:10][CH2:11][CH3:12])[NH:13][C:14](=[O:15])[NH2:16].[CH3:26][NH:27][CH2:28][CH2:29][NH:30][CH3:31].[CH3:34][c:35]1[cH:36][cH:37][cH:38][cH:39][cH:40]1.[Cu:32][I:33].[I:17][c:18]1[cH:19][c:20]([O:24][CH3:25])[cH:21][cH:22][cH:23]1.[K+:6].[K+:7].[K+:8].[P:1]([O-:2])([O-:3])([O-:4])=[O:5]>>[CH2:9]([CH2:10][CH2:11][CH3:12])[NH:13][C:14](=[O:15])[NH:16][c:18]1[cH:19][c:20]([O:24][CH3:25])[cH:21][cH:22][cH:23]1. Reaction conditions: time 3 hour. As a reaction SMILES: [OH-:1].[K+].O.Cl[C:5]([O:7][CH2:8][CH2:9][CH2:10][CH2:11][CH2:12][CH2:13][CH2:14][CH2:15][CH3:16])=[O:6].[Cl-].O[NH3+:19]>CCOCC>[CH2:8]([O:7][C:5](=[O:6])[NH:19][OH:1])[CH2:9][CH2:10][CH2:11][CH2:12][CH2:13][CH2:14][CH2:15][CH3:16] |f:0.1,4.5|. The product is 190, C(CCCCCCCC)OC(NO)=O (nonyl-N-hydroxycarbamate). Starting materials: 112, [OH-].[K+] (potassium hydroxide), O (water), ClC(=O)OCCCCCCCCC (nonyl chloroformate), 69.5, [Cl-].O[NH3+] (hydroxyl ammonium chloride). Run in CCOCC (ether). Procedure: A solution of 112 parts of potassium hydroxide in 1000 parts of water and 206.5 parts of nonyl chloroformate were added at equivalent rates over 2 hours to a stirred suspension of 69.5 parts of ground hydroxyl ammonium chloride in 1000 parts of ether at 0° C. to 5° C. The reaction mixture was stirred for a further 3 hours at 0°-5° C. followed by 18 hours at 25° C. and was then filtered to remove potassium chloride. The ether layer was separated, washed with water, dried, filtered and evaporated ... The reactants are ( 11 ), ( 9 ), ( 100 ), Cl.OC(CNC(CC1=CC=C(C=C1)OC)(C)C)COC1=C(C=CC=C1)C (N-[2-Hydroxy-3-(2-methylphenoxy)propyl]-1,1-dimethyl-2-(4-methoxyphenyl)ethylamine Hydrochloride), ( 29 ), ( 9 ), Cl.O[C@@H](CNC(CC1=CC=C(C=C1)OC)(C)C)COCCC(CCC)CC ((S)-N-[2-Hydroxy-3-(2-ethyl)hexanoxypropyl]-1,1-dimethyl-2-(4-methoxyphenyl)ethylamine Hydrochloride), Cl.OC(CNC(CC1=CC=C(C=C1)OC)(C)C)COC1=CC=C(C=C1)Cl (N-[2-Hydroxy-3-(4-chlorophenoxy)propyl]-1,1-dimethyl-2-(4-methoxypheny)ethylamine Hydrochloride). Yields the product Cl.OC(CNC(CC1=CC=C(C=C1)OC)(C)C)COC1=C(C=CC(=C1)Cl)Cl (N-[2-hydroxy-3-(2,5-dichlorophenoxy)propyl]-1,1-dimethyl-2-(4-methoxyphenyl)ethylamine Hydrochloride). As a reaction SMILES: [ClH:1].[OH:2][C@H:3]([CH2:18][O:19][CH2:20][CH2:21][CH:22](CC)[CH2:23][CH2:24][CH3:25])[CH2:4][NH:5][C:6]([CH3:17])([CH3:16])[CH2:7][C:8]1[CH:13]=[CH:12][C:11]([O:14][CH3:15])=[CH:10][CH:9]=1.[ClH:28].OC(COC1C=CC([Cl:53])=CC=1)CNC(C)(C)CC1C=CC(OC)=CC=1.Cl.OC(COC1C=CC=CC=1C)CNC(C)(C)CC1C=CC(OC)=CC=1>>[ClH:53].[OH:2][CH:3]([CH2:18][O:19][C:20]1[CH:21]=[C:22]([Cl:1])[CH:23]=[CH:24][C:25]=1[Cl:28])[CH2:4][NH:5][C:6]([CH3:16])([CH3:17])[CH2:7][C:8]1[CH:9]=[CH:10][C:11]([O:14][CH3:15])=[CH:12][CH:13]=1 |f:0.1,2.3,4.5,6.7|. Procedure: GC/EI-MS, m/z (rel. int.) 382 (M-15,.1), 280 (11), 279 (9), 278 (64), 276 (100), 163 (9), 161 (5), 121 (29) , 113 (8). The product is C(C)(C)(C)OC(=O)N1CC(N(CC1)C=1SC(C(N1)=O)=CC=1C=C2C=NN(C2=CC1)CC1=C(C=C(C=C1)C(F)(F)F)C(F)(F)F)C(=O)O (4-{5-[1-(2,4-Bis-trifluoromethyl-benzyl)-1H-indazol-5-ylmethylene]-4-oxo-4,5-dihydro-thiazol-2-yl}-piperazine-1,3-dicarboxylic acid 1-tert-butyl ester), FC(C1=C(CN2N=CC3=CC(=CC=C23)C=C2C(N=C(S2)N2[C@H](CNCC2)C(=O)O)=O)C=CC(=C1)C(F)(F)F)(F)F (1-{5-[1-(2,4-Bis-trifluoromethyl-benzyl)-1H-indazol-5-ylmethylene]-4-oxo-4,5-dihydro-thiazol-2-yl}-piperazine-2-(R)-carboxylic acid). Reaction SMILES: [F:1][C:2]([F:33])([F:32])[C:3]1[CH:27]=[C:26]([C:28]([F:31])([F:30])[F:29])[CH:25]=[CH:24][C:4]=1[CH2:5][N:6]1[C:14]2[C:9](=[CH:10][C:11]([CH:15]=[C:16]3[S:20][C:19](SC)=[N:18][C:17]3=[O:23])=[CH:12][CH:13]=2)[CH:8]=[N:7]1.[C:34]([O:38][C:39]([N:41]1[CH2:46][CH2:45][NH:44][C@@H:43]([C:47]([OH:49])=[O:48])[CH2:42]1)=[O:40])([CH3:37])([CH3:36])[CH3:35]>>[C:34]([O:38][C:39]([N:41]1[CH2:46][CH2:45][N:44]([C:19]2[S:20][C:16](=[CH:15][C:11]3[CH:10]=[C:9]4[C:14](=[CH:13][CH:12]=3)[N:6]([CH2:5][C:4]3[CH:24]=[CH:25][C:26]([C:28]([F:31])([F:29])[F:30])=[CH:27][C:3]=3[C:2]([F:32])([F:33])[F:1])[N:7]=[CH:8]4)[C:17](=[O:23])[N:18]=2)[CH:43]([C:47]([OH:49])=[O:48])[CH2:42]1)=[O:40])([CH3:37])([CH3:35])[CH3:36].[F:32][C:2]([F:33])([F:1])[C:3]1[CH:27]=[C:26]([C:28]([F:29])([F:30])[F:31])[CH:25]=[CH:24][C:4]=1[CH2:5][N:6]1[C:14]2[C:9](=[CH:10][C:11]([CH:15]=[C:16]3[S:20][C:19]([N:44]4[CH2:45][CH2:46][NH:41][CH2:42][C@@H:43]4[C:47]([OH:49])=[O:48])=[N:18][C:17]3=[O:23])=[CH:12][CH:13]=2)[CH:8]=[N:7]1. Procedure: 4-{5-[1-(2,4-Bis-trifluoromethyl-benzyl)-1H-indazol-5-ylmethylene]-4-oxo-4,5-dihydro-thiazol-2-yl}-piperazine-1,3-dicarboxylic acid 1-tert-butyl ester was prepared from 5-[1-(2,4-bis-trifluoromethyl-benzyl)-1H-indazol-5-ylmethylene]-2-methylsulfanyl-thiazol-4-one and piperazine-1,3-(R)-dicarboxylic acid 1-tert-butyl ester following General Procedure C. Compound was not isolated and 1-{5-[1-(2,4-Bis-trifluoromethyl-benzyl)-1H-indazol-5-ylmethylene]-4-oxo-4,5-dihydro-thiazol-2-yl}-piperazine-2-(R)... Starting materials: FC(C1=C(CN2N=CC3=CC(=CC=C23)C=C2C(N=C(S2)SC)=O)C=CC(=C1)C(F)(F)F)(F)F (5-[1-(2,4-bis-trifluoromethyl-benzyl)-1H-indazol-5-ylmethylene]-2-methylsulfanyl-thiazol-4-one), C(C)(C)(C)OC(=O)N1C[C@@H](NCC1)C(=O)O (piperazine-1,3-(R)-dicarboxylic acid 1-tert-butyl ester).